Dataset: the Open Reaction Database (ORD), a public repository of structured organic reaction records. Task: describe an organic reaction: reactants, conditions, products, and yield Reactants: [C@H]12[C@H](NC[C@@H]2C1)CNC(=O)C1=C(N=C2SC=CN21)C (6-Methyl-imidazo[2,1-b]thiazole-5-carboxylic acid [(1S,2S,5R)-1-(3-aza-bicyclo[3.1.0]hex-2-yl)methyl]-amide), CC=1C=C(C=CC1)C=1C(=CC=CC1)C(=O)O (3′-Methyl-biphenyl-2-carboxylic acid). The product is CC=1C=C(C=CC1)C=1C(=CC=CC1)C(=O)N1[C@@H]([C@H]2C[C@H]2C1)CNC(=O)C1=C(N=C2SC=CN21)C (6-Methyl-imidazo[2,1-b]thiazole-5-carboxylic acid[(1S,2S,5R)-3-(3′-methyl-biphenyl-2-carbonyl)-3-aza-bicyclo[3.1.0]hex-2-ylmethyl]-amide). Reaction SMILES: [C@H:1]12[CH2:6][C@H:5]1[CH2:4][NH:3][C@@H:2]2[CH2:7][NH:8][C:9]([C:11]1[N:18]2[C:14]([S:15][CH:16]=[CH:17]2)=[N:13][C:12]=1[CH3:19])=[O:10].[CH3:20][C:21]1[CH:22]=[C:23]([C:27]2[C:28]([C:33](O)=[O:34])=[CH:29][CH:30]=[CH:31][CH:32]=2)[CH:24]=[CH:25][CH:26]=1>>[CH3:20][C:21]1[CH:22]=[C:23]([C:27]2[C:28]([C:33]([N:3]3[CH2:4][C@H:5]4[C@H:1]([CH2:6]4)[C@H:2]3[CH2:7][NH:8][C:9]([C:11]3[N:18]4[C:14]([S:15][CH:16]=[CH:17]4)=[N:13][C:12]=3[CH3:19])=[O:10])=[O:34])=[CH:29][CH:30]=[CH:31][CH:32]=2)[CH:24]=[CH:25][CH:26]=1. Procedure details: prepared by reaction of 6-Methyl-imidazo[2,1-b]thiazole-5-carboxylic acid [(1S,2S,5R)-1-(3-aza-bicyclo[3.1.0]hex-2-yl)methyl]-amide with 3′-Methyl-biphenyl-2-carboxylic acid. LC-MS (basic): tR=1.38 min; [M+H]+=471.2. Starting materials: CCCCO, Cc1nc(Cl)cc(Nc2ncc(Sc3ccnc(C(=O)O)c3)s2)n1, OCCN1CCNCC1. Product: Cc1nc(Nc2ncc(Sc3ccnc(C(=O)O)c3)s2)cc(N2CCN(CCO)CC2)n1. Reaction SMILES: [CH2:34]([OH:35])[CH2:36][CH2:37][CH3:38].[Cl:1][c:2]1[cH:3][c:4]([NH:9][c:10]2[s:11][c:12]([S:15][c:16]3[cH:17][c:18]([C:22](=[O:23])[OH:24])[n:19][cH:20][cH:21]3)[cH:13][n:14]2)[n:5][c:6]([CH3:8])[n:7]1.[N:25]1([CH2:31][CH2:32][OH:33])[CH2:26][CH2:27][NH:28][CH2:29][CH2:30]1>>[c:2]1([N:28]2[CH2:27][CH2:26][N:25]([CH2:31][CH2:32][OH:33])[CH2:30][CH2:29]2)[cH:3][c:4]([NH:9][c:10]2[s:11][c:12]([S:15][c:16]3[cH:17][c:18]([C:22](=[O:23])[OH:24])[n:19][cH:20][cH:21]3)[cH:13][n:14]2)[n:5][c:6]([CH3:8])[n:7]1.